From a dataset of the Open Reaction Database (ORD), a public repository of structured organic reaction records. describe an organic reaction: reactants, conditions, products, and yield Product: SC=1SC2=C(N1)CCCC2 (2-mercapto-4,5,6,7-tetrahydrobenzothiazole). Isolated yield 25.4%. RXN SMILES: [C:1](=[S:4])([S-:3])[NH2:2].[NH4+].Br[CH:7]1[CH2:12][CH2:11][CH2:10][CH2:9][C:8]1=O>C(O)C>[SH:4][C:1]1[S:3][C:7]2[CH2:12][CH2:11][CH2:10][CH2:9][C:8]=2[N:2]=1 |f:0.1|. Procedure: To a solution of ammonium dithiocarbamate (1.4 g, 12.4 mmol) in 25 mL of ethanol was added 2-bromocyclohexanone (2.2 g, 12.4 mmol). The reaction was stirred at rt overnight. The next morning the reaction was heated at 70° C. for 1 h. The solvent was removed under reduced pressure. The product was subjected to flash chromatography (3:1 hexane/ethyl acetate) to recover a yellow solid. Recrystallization from ethyl acetate afforded 0.54 g of 2-mercapto-4,5,6,7-tetrahydrobenzothiazole. Conditions: time 8 hour. Run in C(C)O (ethanol). The reactants are C(N)([S-])=S.[NH4+] (ammonium dithiocarbamate), BrC1C(CCCC1)=O (2-bromocyclohexanone). The reactants are CON(C(=O)C=1N(N=CC1)CC)C (2-ethyl-2H-pyrazole-3-carboxylic acid methoxy-methyl-amide), C(C)(C)NC(C)C (Diisopropylamine), C(CCC)[Li] (n-Butyl lithium), BrC=1C=CC(=NC1)F (5-bromo-2-fluoropyridine). The solvent is O1CCCC1 (tetrahydro-furan), O1CCCC1 (tetrahydrofuran). Reaction conditions: time 30 minute. Product: BrC=1C=C(C(=NC1)F)C(=O)C=1N(N=CC1)CC ((5-bromo-2-fluoro-pyridin-3-yl)-(2-ethyl-2H-pyrazol-3-yl)-methanone). Reaction SMILES: C(NC(C)C)(C)C.C([Li])CCC.[Br:13][C:14]1[CH:15]=[CH:16][C:17]([F:20])=[N:18][CH:19]=1.CON(C)[C:24]([C:26]1[N:27]([CH2:31][CH3:32])[N:28]=[CH:29][CH:30]=1)=[O:25]>O1CCCC1>[Br:13][C:14]1[CH:15]=[C:16]([C:24]([C:26]2[N:27]([CH2:31][CH3:32])[N:28]=[CH:29][CH:30]=2)=[O:25])[C:17]([F:20])=[N:18][CH:19]=1. Reported procedure: Diisopropylamine and tetrahydrofuran were combined and cooled to −20° C. n-Butyl lithium (2.5M in hexanes) was slowly added and the resulting mixture stirred at this temperature for 30 minutes. The temperature was lowered to −78° C. and neat 5-bromo-2-fluoropyridine was added (internal temperature was not allowed to exceed −68° C.). The reaction mixture was stirred at −78° C. for 40 minutes. The resulting mixture was added to a solution of 2-ethyl-2H-pyrazole-3-carboxylic acid methoxy-methyl-ami...